Dataset: the Open Reaction Database (ORD), a public repository of structured organic reaction records. Task: describe an organic reaction: reactants, conditions, products, and yield Reactants: CC1(C(C(C2C(CCCC12)O)(C)C)C)C (1,1,2,3,3-pentamethyl-hexahydro-4-indanol), C(C)OCOCC (diethoxymethane). The solvent is C1(=CC=CC=C1)C (toluene). Conditions: temperature 100 celsius. Yields the product CC1(C(C(C2C(CCCC12)OCOCC)(C)C)C)C (1,1,2,3,3-pentamethyl-octahydro-4-(ethoxymethoxy)-1H-indene). Yield: 68.1%. As a reaction SMILES: [CH3:1][C:2]1([CH3:15])[CH:10]2[CH:5]([CH:6]([OH:11])[CH2:7][CH2:8][CH2:9]2)[C:4]([CH3:13])([CH3:12])[CH:3]1[CH3:14].[CH2:16]([O:18][CH2:19]OCC)[CH3:17]>C1(C)C=CC=CC=1>[CH3:1][C:2]1([CH3:15])[CH:10]2[CH:5]([CH:6]([O:11][CH2:19][O:18][CH2:16][CH3:17])[CH2:7][CH2:8][CH2:9]2)[C:4]([CH3:13])([CH3:12])[CH:3]1[CH3:14]. Procedure: A reaction flask was charged with 300 g (1.4 mole) 1,1,2,3,3-pentamethyl-hexahydro-4-indanol, 258 g (2.5 mole) diethoxymethane, 0.25 liter toluene, and 5 g boron trifluoride etherate complex. The reaction mass was heated to 100° C. and methanol and lite organics were collected in a Dean Stark trap (190 g recovered). After aging the reaction for 2 hrs the reaction was cooled to 25° C. and acid catalyst was quenched with 100 g of 10% aqueous sodium carbonate. The mass was transferred to a separato... Reactants: BrC1=C(C=C(C=C1)O)C (4-bromo-3-methyl-phenol), BrCC=1C(=NOC1C1CC1)C1=C(C=CC=C1Cl)Cl (4-bromomethyl-5-cyclopropyl-3-(2,6-dichloro-phenyl)-isoxazole), C([O-])([O-])=O.[K+].[K+] (potassium carbonate). The solvent is CN(C=O)C (dimethylformamide). Reaction conditions: temperature 80 celsius. The product is BrC1=C(C=C(OCC=2C(=NOC2C2CC2)C2=C(C=CC=C2Cl)Cl)C=C1)C (4-{4-bromo-3-methyl-phenoxymethyl)-5-cyclopropyl-3-(2,6-dichloro-phenyl}-isoxazole). Isolated yield 90.2%. Reaction SMILES: [Br:1][C:2]1[CH:7]=[CH:6][C:5]([OH:8])=[CH:4][C:3]=1[CH3:9].Br[CH2:11][C:12]1[C:13]([C:20]2[C:25]([Cl:26])=[CH:24][CH:23]=[CH:22][C:21]=2[Cl:27])=[N:14][O:15][C:16]=1[CH:17]1[CH2:19][CH2:18]1.C(=O)([O-])[O-].[K+].[K+]>CN(C)C=O>[Br:1][C:2]1[CH:7]=[CH:6][C:5]([O:8][CH2:11][C:12]2[C:13]([C:20]3[C:21]([Cl:27])=[CH:22][CH:23]=[CH:24][C:25]=3[Cl:26])=[N:14][O:15][C:16]=2[CH:17]2[CH2:19][CH2:18]2)=[CH:4][C:3]=1[CH3:9] |f:2.3.4|. Reported procedure: A solution of 4-bromo-3-methyl-phenol (143 mg, 0.764 mmol) and 4-bromomethyl-5-cyclopropyl-3-(2,6-dichloro-phenyl)-isoxazole (221 mg, 0.636 mmol) in dimethylformamide (1 mL) is treated with potassium carbonate (89 mg, 0.637-mmol). The reaction mixture is heated to 80° C. for 60 minutes and cooled to room temperature. The mixture is loaded directly onto a silica gel column and purified by flash chromatography eluting with 15% EtOAc/Hexanes. The fractions are combined to provide the title compound... Starting materials: NC1=CC=CC=C1 (aniline), NC(=O)N (urea), C12CN(CC(CC1)O2)C2=C1C(=NC(=N2)C2=CC=C(C=C2)NC(=O)NCC)N(N=C1)C1CCN(CC1)C(=O)OCC (ethyl 4-(4-(8-oxa-3-azabicyclo[3.2.1]octan-3-yl)-6-(4-(3-ethylureido)phenyl)-1H-pyrazolo[3,4-d]pyrimidin-1-yl)piperidine-1-carboxylate), NC=1C=NC=CC1 (3-aminopyridine). Yields the product C12COCC(CC1)N2C2=C1C(=NC(=N2)C2=CC=C(C=C2)NC(=O)NC=2C=NC=CC2)N(N=C1)CC (1-(4-(4-(3-oxa-8-azabicyclo[3.2.1]octan-8-yl)-1-ethyl-1H-pyrazolo[3,4-d]pyrimidin-6-yl)phenyl)-3-(pyridin-3-yl)urea). Reaction SMILES: NC(N)=O.[CH:5]12[O:12][CH:9](CC1)[CH2:8][N:7]([C:13]1[N:18]=[C:17]([C:19]3[CH:24]=[CH:23][C:22]([NH:25][C:26]([NH:28][CH2:29][CH3:30])=[O:27])=[CH:21][CH:20]=3)[N:16]=[C:15]3[N:31]([CH:34]4CCN(C(OCC)=O)C[CH2:35]4)[N:32]=[CH:33][C:14]=13)[CH2:6]2.N[C:46]1[CH:47]=[N:48][CH:49]=CC=1.N[C:53]1C=CC=C[CH:54]=1>>[CH:6]12[N:7]([C:13]3[N:18]=[C:17]([C:19]4[CH:24]=[CH:23][C:22]([NH:25][C:26]([NH:28][C:29]5[CH:49]=[N:48][CH:47]=[CH:46][CH:30]=5)=[O:27])=[CH:21][CH:20]=4)[N:16]=[C:15]4[N:31]([CH2:34][CH3:35])[N:32]=[CH:33][C:14]=34)[CH:8]([CH2:53][CH2:54]1)[CH2:9][O:12][CH2:5]2. Reported procedure: A urea formation procedure similar to that used for the synthesis of ethyl 4-(4-(8-oxa-3-azabicyclo[3.2.1]octan-3-yl)-6-(4-(3-ethylureido)phenyl)-1H-pyrazolo[3,4-d]pyrimidin-1-yl)piperidine-1-carboxylate is used, utilizing 3-aminopyridine as the aniline component. (49%, MS=471.4 (M+H)) The reactants are NCC1(COC1)CNC1=CC(=NC2=CC=C(C=C12)C)N1CCS(C2=C(C1)C=CC=C2)(=O)=O (N-{[3-(Aminomethyl)oxetan-3-yl]methyl}-2-(1,1-dioxido-2,3-dihydro-1,4-benzothiazepin-4(5H)-yl)-6-methylquinolin-4-amine), C(C)(=O)OC(C)=O (acetic anhydride). Yields the product O=S1(CCN(CC2=C1C=CC=C2)C2=NC1=CC=C(C=C1C(=C2)NCC2(COC2)CNC(C)=O)C)=O (N-{[3-({[2-(1,1-D ioxido-2,3-dihydro-1,4-benzothiazepin-4(5H)-yl)-6-methylquinolin-4-yl]amino}methyl)oxetan-3-yl]methyl}acetamide). Reaction SMILES: [NH2:1][CH2:2][C:3]1([CH2:7][NH:8][C:9]2[C:18]3[C:13](=[CH:14][CH:15]=[C:16]([CH3:19])[CH:17]=3)[N:12]=[C:11]([N:20]3[CH2:26][C:25]4[CH:27]=[CH:28][CH:29]=[CH:30][C:24]=4[S:23](=[O:32])(=[O:31])[CH2:22][CH2:21]3)[CH:10]=2)[CH2:6][O:5][CH2:4]1.[C:33](OC(=O)C)(=[O:35])[CH3:34]>>[O:31]=[S:23]1(=[O:32])[C:24]2[CH:30]=[CH:29][CH:28]=[CH:27][C:25]=2[CH2:26][N:20]([C:11]2[CH:10]=[C:9]([NH:8][CH2:7][C:3]3([CH2:2][NH:1][C:33](=[O:35])[CH3:34])[CH2:6][O:5][CH2:4]3)[C:18]3[C:13](=[CH:14][CH:15]=[C:16]([CH3:19])[CH:17]=3)[N:12]=2)[CH2:21][CH2:22]1. Reported procedure: The title compound was prepared in analogy to Example 63-1 in Scheme 25 by using N-{[3-(aminomethyl)oxetan-3-yl]methyl}-2-(1,1-dioxido-2,3-dihydro-1,4-benzothiazepin-4(5H)-yl)-6-methylquinolin-4-amine (prepared in analogy to Example 3-50) and acetic anhydride. MS obsd. (ESI+) [(M+H)+] 495, 1H NMR (400 MHz, CD3OD) δ ppm 8.00 (d, J=7.6 Hz, 1 H), 7.89 (d, J=7.2 Hz, 1 H), 7.66 (t, 2 H), 7.46 (t, 2 H), 7.32-7.30 (m, 1 H), 6.22 (s, 1 H), 5.17 (s, 2 H), 4.56-4.51 (m, 6 H), 3.67 (d, 4 H), 3.60 (t, J=9.6... The reactants are NC1=CC=C(C=C1)C=1C=C2CN(C(C2=CC1)=O)[C@H](C(=O)OC)C(C)C ((S)-Methyl 2-(5-(4-aminophenyl)-1-oxoisoindolin-2-yl)-3-methylbutanoate), FC1=CC=C(C=C1)N=C=O (4-fluorophenyl isocyanate). Solvent: ClCCl (dichloromethane). Conditions: time 9 hour. The product is FC1=CC=C(C=C1)NC(NC1=CC=C(C=C1)C=1C=C2CN(C(C2=CC1)=O)[C@H](C(=O)OC)C(C)C)=O ((S)-Methyl 2-(5-(4-(3-(4-fluorophenyl)ureido)phenyl)-1-oxoisoindolin-2-yl)-3-methylbutanoate). As a reaction SMILES: [NH2:1][C:2]1[CH:7]=[CH:6][C:5]([C:8]2[CH:9]=[C:10]3[C:14](=[CH:15][CH:16]=2)[C:13](=[O:17])[N:12]([C@@H:18]([CH:23]([CH3:25])[CH3:24])[C:19]([O:21][CH3:22])=[O:20])[CH2:11]3)=[CH:4][CH:3]=1.[F:26][C:27]1[CH:32]=[CH:31][C:30]([N:33]=[C:34]=[O:35])=[CH:29][CH:28]=1>ClCCl>[F:26][C:27]1[CH:32]=[CH:31][C:30]([NH:33][C:34](=[O:35])[NH:1][C:2]2[CH:7]=[CH:6][C:5]([C:8]3[CH:9]=[C:10]4[C:14](=[CH:15][CH:16]=3)[C:13](=[O:17])[N:12]([C@@H:18]([CH:23]([CH3:25])[CH3:24])[C:19]([O:21][CH3:22])=[O:20])[CH2:11]4)=[CH:4][CH:3]=2)=[CH:29][CH:28]=1. Reported procedure: The compound of example 223 (0.230 g, 0.00153 mol) was dissolved in 5 mL dichloromethane and to this reaction mixture, 4-fluorophenyl isocyanate (0.102 g, 0.000744 mol) was added and stirred at room temperature for 8-10 h. The reaction mixture was concentrated and purified by column chromatography (silicagel, 30-40% ethyl acetate in petroleum ether to obtain the title compound. The reactants are [OH-].[Na+] (sodium hydroxide), FC=1C=C(C=CC1)O (3-fluorophenol), BrCCCC(=O)OCC (ethyl 4-bromobutyrate), C([O-])([O-])=O.[K+].[K+] (potassium carbonate), Cl (hydrochloric acid). The solvent is CC(CC)=O (2-butanone). Run at temperature 25 celsius, time 21 hour. Yields the product FC=1C=C(OCCCC(=O)O)C=CC1 (4-(3-Fluorophenoxy)butyric acid). RXN SMILES: [F:1][C:2]1[CH:3]=[C:4]([OH:8])[CH:5]=[CH:6][CH:7]=1.Br[CH2:10][CH2:11][CH2:12][C:13]([O:15]CC)=[O:14].C(=O)([O-])[O-].[K+].[K+].[OH-].[Na+].Cl>CC(=O)CC>[F:1][C:2]1[CH:3]=[C:4]([CH:5]=[CH:6][CH:7]=1)[O:8][CH2:10][CH2:11][CH2:12][C:13]([OH:15])=[O:14] |f:2.3.4,5.6|. Procedure details: A 1 L 3-neck round bottom flask equipped with a magnetic stirrer bar and a reflux condenser was charged with 17.17 g (150 mmol) of 3-fluorophenol, 33.82 g (165 mmol) of ethyl 4-bromobutyrate, 24.88 g, 180 mmol potassium carbonate and 600 mL of 2-butanone. The slurry heated to reflux. After stirring for 21 hr at reflux, the reaction mixture was cooled to 25° C., filtered and concentrated. The residue was taken up in of water and treated with 150 mL of 2N aqueous sodium hydroxide (300 mmol). The r... Starting materials: ClC1=CC=C(C=C1)N1C(OC[C@@H]1C1=CC(=CC=C1)O)=O ((S)-3-(4-chlorophenyl)-4-(3-hydroxyphenyl)oxazolidin-2-one), C(=O)([O-])[O-].[K+].[K+] (K2CO3), ICC (iodoethane). The solvent is CN(C)C=O (DMF). Conditions: temperature 60 celsius, time 8 hour. The product is ClC1=CC=C(C=C1)N1C(OC[C@@H]1C1=CC(=CC=C1)OCC)=O ((S)-3-(4-chlorophenyl)-4-(3-ethoxyphenyl)oxazolidin-2-one). RXN SMILES: [Cl:1][C:2]1[CH:7]=[CH:6][C:5]([N:8]2[C@@H:12]([C:13]3[CH:18]=[CH:17][CH:16]=[C:15]([OH:19])[CH:14]=3)[CH2:11][O:10][C:9]2=[O:20])=[CH:4][CH:3]=1.C([O-])([O-])=O.[K+].[K+].I[CH2:28][CH3:29]>CN(C=O)C>[Cl:1][C:2]1[CH:3]=[CH:4][C:5]([N:8]2[C@@H:12]([C:13]3[CH:18]=[CH:17][CH:16]=[C:15]([O:19][CH2:28][CH3:29])[CH:14]=3)[CH2:11][O:10][C:9]2=[O:20])=[CH:6][CH:7]=1 |f:1.2.3|. Procedure: To (S)-3-(4-chlorophenyl)-4-(3-hydroxyphenyl)oxazolidin-2-one (0.07 mmol), K2CO3 (0.37 mmol) in DMF (0.5 mL) is added iodoethane (0.14 mmol) and the reaction stirred at 60° C. overnight, then cooled to room temperature, filtered through a Whatman 0.42 μM filter and purified by preparative HPLC (C-18, 10-90% ACN/water (0.05% TFA)). HPLC-MS calculated for C17H16ClNO3 (M+H+): 318.1, found 318.0. Reactants: O=C([O-])[O-], CCCCCN, CS(=O)(=O)OCCC12CC3CC(CC(C3)C1)C2, CCO, CCOC(C)=O, Cl, [I-], [K+], [K+], [Na+]. Yields the product CCCCCNCCC12CC3CC(CC(C3)C1)C2, Cl. RXN SMILES: [C:7](=[O:8])([O-:9])[O-:10].[CH2:1]([CH2:2][CH2:3][CH2:4][CH3:5])[NH2:6].[CH3:15][S:16]([O:17][CH2:20][CH2:21][C:22]12[CH2:23][CH:24]3[CH2:25][CH:26]([CH2:27][CH:28]([CH2:29]1)[CH2:30]3)[CH2:31]2)(=[O:18])=[O:19].[CH3:33][CH2:34][OH:35].[CH3:36][CH2:37][O:38][C:39](=[O:40])[CH3:41].[ClH:32].[I-:14].[K+:11].[K+:12].[Na+:13]>>[CH2:1]([CH2:2][CH2:3][CH2:4][CH3:5])[NH:6][CH2:20][CH2:21][C:22]12[CH2:23][CH:24]3[CH2:25][CH:26]([CH2:27][CH:28]([CH2:29]1)[CH2:30]3)[CH2:31]2.[ClH:32].